Dataset: the Open Reaction Database (ORD), a public repository of structured organic reaction records. Task: describe an organic reaction: reactants, conditions, products, and yield The reactants are Cl (HCl), N[C@@H](C(C)C)C(=O)N[C@@H](C)C(=O)O (Val-Ala-OH), N[C@@H](CC(OC(C)(C)C)=O)C(=O)O (Asp(OtBu)OH), CN1CCOCC1 (N-methylmorpholine), C(C(C)C)OC(=O)Cl (isobutylchloroformate), C[Si](C)(C)C(C(=O)N)[Si](C)(C)C (bis(trimethylsilyl)acetamide), N[C@@H](CC(OC(C)(C)C)=O)C(=O)O (Asp(OtBu)OH). Run in C1CCOC1 (THF), CN(C)C=O (DMF). Run at temperature -15 celsius, time 40 minute. The product is N[C@@H](C(C)C)C(=O)N[C@@H](C)C(=O)N[C@@H](CC(OC(C)(C)C)=O)C(=O)O (Val-Ala-Asp(OtBu)OH). Reaction SMILES: [NH2:1][C@H:2]([C:11]([OH:13])=[O:12])[CH2:3][C:4](=[O:10])[O:5][C:6]([CH3:9])([CH3:8])[CH3:7].C[Si](C([Si](C)(C)C)C(N)=O)(C)C.CN1CCOCC1.C(OC(Cl)=O)C(C)C.Cl.[NH2:42][C@H:43]([C:47]([NH:49][C@H:50]([C:52](O)=[O:53])[CH3:51])=[O:48])[CH:44]([CH3:46])[CH3:45]>CN(C=O)C.C1COCC1>[NH2:42][C@H:43]([C:47]([NH:49][C@H:50]([C:52]([NH:1][C@H:2]([C:11]([OH:13])=[O:12])[CH2:3][C:4](=[O:10])[O:5][C:6]([CH3:9])([CH3:7])[CH3:8])=[O:53])[CH3:51])=[O:48])[CH:44]([CH3:45])[CH3:46]. Procedure: Condensation with Asp(OtBu)OH: Asp(OtBu)OH (2.51 g) was dissolved in 40 mL of dry DMF under argon and 8.2 mL of bis(trimethylsilyl)acetamide (BSA) and the reaction was allowed to stir 40 minutes. In a separate flask, Mu-Val-Ala-OH (4.0 g) was dissolved in 200 mL of dry THF under argon and the resulting solution was cooled to -15° C. and one equivalent of N-methylmorpholine was added followed by one equivalent of isobutylchloroformate and the resulting mixture was allowed to stir 20 minutes and t... Reactants: CC=1C=C(C=CC1C)NCCC1=NC=CC=C1 ((3,4-dimethyl-phenyl)-(2-pyridin-2-yl-ethyl)-amine), CC(C)(C)OC(=O)N[C@@H](C1=CC=CC=C1)C(=O)O (boc-L-alpha-phenylglycine). Product: C(C)(C)(C)OC(N[C@@H](C1=CC=CC=C1)C(N(CCC1=NC=CC=C1)C1=CC(=C(C=C1)C)C)=O)=O ({(S)-[(3,4-Dimethyl-phenyl)-(2-pyridin-2-yl-ethyl)-carbamoyl]-phenyl-methyl}-carbamic acid tert-butyl ester). As a reaction SMILES: [CH3:1][C:2]1[CH:3]=[C:4]([NH:9][CH2:10][CH2:11][C:12]2[CH:17]=[CH:16][CH:15]=[CH:14][N:13]=2)[CH:5]=[CH:6][C:7]=1[CH3:8].[CH3:18][C:19]([O:22][C:23]([NH:25][C@H:26]([C:33](O)=[O:34])[C:27]1[CH:32]=[CH:31][CH:30]=[CH:29][CH:28]=1)=[O:24])([CH3:21])[CH3:20]>>[C:19]([O:22][C:23](=[O:24])[NH:25][C@H:26]([C:33](=[O:34])[N:9]([C:4]1[CH:5]=[CH:6][C:7]([CH3:8])=[C:2]([CH3:1])[CH:3]=1)[CH2:10][CH2:11][C:12]1[CH:17]=[CH:16][CH:15]=[CH:14][N:13]=1)[C:27]1[CH:32]=[CH:31][CH:30]=[CH:29][CH:28]=1)([CH3:21])([CH3:18])[CH3:20]. Procedure details: In analogy to the procedure described for the synthesis example 21, step 3, the title compound was prepared from (3,4-dimethyl-phenyl)-(2-pyridin-2-yl-ethyl)-amine and boc-L-alpha-phenylglycine. MS (m/e): 460.3 [M+H]+. Starting materials: O (water), ClC=1C=C(OC)C=CC1N (3-chloro-p-anisidine), IC1=NC=2C3=C(CCC2C=N1)C(=NN3C)C(=O)N (8-iodo-1-methyl-4,5-dihydro-1H-pyrazolo[4,3-h]quinazoline-3-carboxamide), C(=O)([O-])[O-].[K+].[K+] (K2CO3), CN(C=O)C (dimethylformamide), (±)-BINAP, CN(C=O)C (dimethylformamide). The reagents and catalysts are CC(=O)[O-].CC(=O)[O-].[Pd+2] (Pd(OAc)2). Run at temperature 120 celsius, time 30 minute. The product is COC1=C(C=C(C=C1)NC1=NC=2C3=C(CCC2C=N1)C(=NN3C)C(=O)N)Cl (8-[(4-methoxy-3-chlorophenyl)amino]-1-methyl-4,5-dihydro-1H-pyrazolo[4,3-h]quinazoline-3-carboxamide). RXN SMILES: C[N:2]([CH3:5])C=O.[Cl:6][C:7]1[CH:8]=C([CH:12]=[CH:13][C:14]=1N)OC.I[C:17]1[N:26]=[CH:25][C:24]2[CH2:23][CH2:22][C:21]3[C:27]([C:31]([NH2:33])=[O:32])=[N:28][N:29]([CH3:30])[C:20]=3[C:19]=2[N:18]=1.[C:34]([O-])([O-])=O.[K+].[K+].[OH2:40]>CC([O-])=O.CC([O-])=O.[Pd+2]>[CH3:34][O:40][C:14]1[CH:13]=[CH:12][C:5]([NH:2][C:17]2[N:26]=[CH:25][C:24]3[CH2:23][CH2:22][C:21]4[C:27]([C:31]([NH2:33])=[O:32])=[N:28][N:29]([CH3:30])[C:20]=4[C:19]=3[N:18]=2)=[CH:8][C:7]=1[Cl:6] |f:3.4.5,7.8.9|. Procedure: Pd(OAc)2 (20 mg, 0.09 mmol, 10%), (±)-BINAP (55 mg, 0.09 mmol, 10%) and dimethylformamide (15 mL) were charged in a round-bottom flask flushed with argon. The mixture was stirred under argon for 30 minutes. Then 3-chloro-p-anisidine (153 mg, 0.97 mmol), 8-iodo-1-methyl-4,5-dihydro-1H-pyrazolo[4,3-h]quinazoline-3-carboxamide (300 mg, 0.84 mmol), K2CO3 (2.45 g, 17.8 mmol) and dimethylformamide (6 mL) were added. The resulting mixture was stirred at room temperature for 1 hour and then heated to 12... The yield is 55.9%. Reactants: NC=1C(=CC(=C(C1)N1C(N(C(NC1=O)=O)CC#C)=O)Cl)F (1-(5-amino-2-chloro-4-fluorophenyl)-3-(2-propynyl)-s-triazine-2,4,6-(1H,3H,5H)-trione), C1(C2=C(C(=O)O1)CCCC2)=O (3,4,5,6-tetrahydrophthalic anhydride), C(C)(=O)OCC (ethyl acetate). Product: ethyl acetate hexanes, ClC1=CC(=C(C=C1N1C(N(C(NC1=O)=O)CC#C)=O)N1C(=O)C2=C(CCCC2)C1=O)F (N-{4-Chloro-2-fluoro-5-[hexahydro-2,4,6-trioxo-3-(2-propynyl)-s-triazin-1-yl]phenyl}-1-cyclohexene-1,2-dicarboximide). Procedure details: A solution of 1-(5-amino-2-chloro-4-fluorophenyl)-3-(2-propynyl)-s-triazine-2,4,6-(1H,3H,5H)-trione (1.50 g, 4.83 mmol), and 3,4,5,6-tetrahydrophthalic anhydride (0.73 g, 4.83 mmol) in acetic acid (3 mL) is heated at 100° C. for 5 hours, cooled, and poured into ethyl acetate, The organic mixture is washed sequentially with water, saturated sodium hydrogen carbonate solution and brine, dried over anhydrous magnesium sulfate, and concentrated in vacuo to obtain a yellow semi-solid. Flash column ch... RXN SMILES: [NH2:1][C:2]1[C:3]([F:21])=[CH:4][C:5]([Cl:20])=[C:6]([N:8]2[C:13](=[O:14])[NH:12][C:11](=[O:15])[N:10]([CH2:16][C:17]#[CH:18])[C:9]2=[O:19])[CH:7]=1.[C:22]1(=O)[O:27][C:25](=[O:26])[C:24]2[CH2:28][CH2:29][CH2:30][CH2:31][C:23]1=2.C(OCC)(=O)C>C(O)(=O)C>[Cl:20][C:5]1[C:6]([N:8]2[C:13](=[O:14])[NH:12][C:11](=[O:15])[N:10]([CH2:16][C:17]#[CH:18])[C:9]2=[O:19])=[CH:7][C:2]([N:1]2[C:22](=[O:27])[C:23]3[CH2:31][CH2:30][CH2:29][CH2:28][C:24]=3[C:25]2=[O:26])=[C:3]([F:21])[CH:4]=1. Run in C(C)(=O)O (acetic acid). The reactants are CCCCOC(=O)C(C1CC1)C(O)(c1ccc(F)cc1)c1ccc(F)cc1, O=P(Cl)(Cl)Cl, c1ccncc1. Product: CCCCOC(=O)C(=C(c1ccc(F)cc1)c1ccc(F)cc1)C1CC1. As a reaction SMILES: [CH:6]1([CH:9]([C:10](=[O:11])[O:12][CH2:13][CH2:14][CH2:15][CH3:16])[C:17]([OH:18])([c:19]2[cH:20][cH:21][c:22]([F:25])[cH:23][cH:24]2)[c:26]2[cH:27][cH:28][c:29]([F:32])[cH:30][cH:31]2)[CH2:7][CH2:8]1.[P:1]([Cl:2])([Cl:3])([Cl:4])=[O:5].[cH:33]1[cH:34][cH:35][n:36][cH:37][cH:38]1>>[CH:6]1([C:9]([C:10](=[O:11])[O:12][CH2:13][CH2:14][CH2:15][CH3:16])=[C:17]([c:19]2[cH:20][cH:21][c:22]([F:25])[cH:23][cH:24]2)[c:26]2[cH:27][cH:28][c:29]([F:32])[cH:30][cH:31]2)[CH2:7][CH2:8]1. Reactants: ClC1=C(C=CC(=C1)Cl)C=1N=C(C(=NC1CC)N[C@H]1[C@H](CC2=CC=CC=C12)OCC)CC (5-(2,4-dichlorophenyl)-N-[(1R,2S)-2-ethoxy-2,3-dihydro-1H-inden-1-yl]-3,6-diethylpyrazin-2-amine), C(C)C=1C(=NC(=C(N1)C1=C(C=C(C=C1)OC)C)CC)N[C@H]1[C@H](CC2=CC=CC=C12)O ((1R,2S)-1-{[3,6-diethyl-5-(4-methoxy-2-methylphenyl)pyrazin-2-yl]amino}-2,3-dihydro-1H-inden-2-ol). Yields the product C(C)O[C@@H]1[C@@H](C2=CC=CC=C2C1)NC1=NC(=C(N=C1CC)C1=C(C=C(C=C1)OC)C)CC (N-[(1R,2S)-2-ethoxy-2,3-dihydro-1H-inden-1-yl]-3,6-diethyl-5-(4-methoxy-2-methylphenyl)pyrazin-2-amine). As a reaction SMILES: Cl[C:2]1C=C(Cl)C=C[C:3]=1C1N=C(CC)C(N[C@@H]2C3C(=CC=CC=3)C[C@@H]2OCC)=NC=1CC.[CH2:32]([C:34]1[C:35]([NH:51][C@@H:52]2[C:60]3[C:55](=[CH:56][CH:57]=[CH:58][CH:59]=3)[CH2:54][C@@H:53]2[OH:61])=[N:36][C:37]([CH2:49][CH3:50])=[C:38]([C:40]2[CH:45]=[CH:44][C:43]([O:46][CH3:47])=[CH:42][C:41]=2[CH3:48])[N:39]=1)[CH3:33]>>[CH2:2]([O:61][C@H:53]1[CH2:54][C:55]2[C:60](=[CH:59][CH:58]=[CH:57][CH:56]=2)[C@H:52]1[NH:51][C:35]1[C:34]([CH2:32][CH3:33])=[N:39][C:38]([C:40]2[CH:45]=[CH:44][C:43]([O:46][CH3:47])=[CH:42][C:41]=2[CH3:48])=[C:37]([CH2:49][CH3:50])[N:36]=1)[CH3:3]. Procedure: Following the procedure for the preparation of 5-(2,4-dichlorophenyl)-N-[(1R,2S)-2-ethoxy-2,3-dihydro-1H-inden-1-yl]-3,6-diethylpyrazin-2-amine but substituting (1R,2S)-1-{[3,6-diethyl-5-(4-methoxy-2-methylphenyl)pyrazin-2-yl]amino}-2,3-dihydro-1H-inden-2-ol and making non-critical variations provided the title compound as a light yellow semi-solid. IR (liq.) 2971, 2934, 1609, 1562, 1480, 1391, 1294, 1243, 1206, 1184, 1171, 1161, 1119, 1091, 1054 cm−1; OAMS supporting ions at: ESI+ 432.1; MS (EI... Reactants: ClC1=C(C=NC2=CC=C(C=C12)C)C(=O)OCC (Ethyl 4-chloro-6-methyl-quinoline-3-carboxylate), C1(=CC=CC=C1)NN (phenyl hydrazine). Yields the product CC1=CC=2C=3C(=CNC2C=C1)C(N(N3)C3=CC=CC=C3)=O (8-Methyl-2-phenyl-2,5-dihydro-pyrazolo-(4,3-c)quinolin-3-one). Reaction SMILES: Cl[C:2]1[C:11]2[C:6](=[CH:7][CH:8]=[C:9]([CH3:12])[CH:10]=2)[N:5]=[CH:4][C:3]=1[C:13]([O:15]CC)=O.[C:18]1([NH:24][NH2:25])[CH:23]=[CH:22][CH:21]=[CH:20][CH:19]=1>>[CH3:12][C:9]1[CH:8]=[CH:7][C:6]2[NH:5][CH:4]=[C:3]3[C:13](=[O:15])[N:24]([C:18]4[CH:23]=[CH:22][CH:21]=[CH:20][CH:19]=4)[N:25]=[C:2]3[C:11]=2[CH:10]=1. Procedure: The title compound was prepared following the procedure described in Step 3 using 3f and phenyl hydrazine. 1H NMR (DMSO-d6) δ (ppm): 2.46 (3H, s), 7.16 (1H, t, J=7.41 Hz), 7.41 (2H, dd, J=8.51, 7.14 Hz), 7.46 (1H, dd, J=8.52, 1.92 Hz), 7.58 (1H, d, J=8.51 Hz), 8.00 (1H, br), 8.21 (2H, dd, J=7.69, 1.10 Hz), 8.66 (1H, s). m/z 276.3 (MH+). Reactants: N12CC(C(CC1)CC2)C(=O)OC(C2=CC(=CC=C2)F)C2=CC(=CC=C2)F (bis(3-fluorophenyl)methyl quinuclidine-3-carboxylate), BrCC(=O)C1=CC=C(C=C1)C (2-bromo-1-p-tolylethanone). The solvent is C(C)#N (acetonitrile). Run at time 8 hour. The product is [Br-].FC=1C=C(C=CC1)C(OC(=O)C1C[N+]2(CCC1CC2)CC(C2=CC=C(C=C2)C)=O)C2=CC(=CC=C2)F (3-((bis(3-fluorophenyl)methoxy)carbonyl)-1-(2-oxo-2-p-tolylethyl)-1-azoniabicyclo[2.2.2]octane bromide). Isolated yield 76.4%. RXN SMILES: [N:1]12[CH2:8][CH2:7][CH:4]([CH2:5][CH2:6]1)[CH:3]([C:9]([O:11][CH:12]([C:20]1[CH:25]=[CH:24][CH:23]=[C:22]([F:26])[CH:21]=1)[C:13]1[CH:18]=[CH:17][CH:16]=[C:15]([F:19])[CH:14]=1)=[O:10])[CH2:2]2.[Br:27][CH2:28][C:29]([C:31]1[CH:36]=[CH:35][C:34]([CH3:37])=[CH:33][CH:32]=1)=[O:30]>C(#N)C>[Br-:27].[F:26][C:22]1[CH:21]=[C:20]([CH:12]([C:13]2[CH:18]=[CH:17][CH:16]=[C:15]([F:19])[CH:14]=2)[O:11][C:9]([CH:3]2[CH:4]3[CH2:5][CH2:6][N+:1]([CH2:28][C:29](=[O:30])[C:31]4[CH:36]=[CH:35][C:34]([CH3:37])=[CH:33][CH:32]=4)([CH2:8][CH2:7]3)[CH2:2]2)=[O:10])[CH:25]=[CH:24][CH:23]=1 |f:3.4|. Procedure: Bis(3-fluorophenyl)methyl quinuclidine-3-carboxylate (95 mg, 0.27 mmol, prepared as in example 4) and 2-bromo-1-p-tolylethanone (62.3 mg, 0.29 mmol) were dissolved in acetonitrile (10 ml) and stirred at room temperature overnight. The solvent was evaporated, and the residue was triturated with Et2O/EtOAc (1/1) and recovered by suction filtration to obtain 3-((bis(3-fluorophenyl)methoxy)carbonyl)-1-(2-oxo-2-p-tolylethyl)-1-azoniabicyclo[2.2.2]octane bromide (117.6 mg, racemic mixture). Starting materials: C(C)O (ethanol), [BH4-].[Na+] (Sodium Borohydride), COC=1C=C(C=CC1N1C=NC(=C1)C)C1=NOC2=C1CCCC2=O (3-(3-methoxy-4-(4-methyl-1H-imidazol-1-yl)phenyl)-5,6-dihydrobenzo[d]isoxazol-7(4H)-one), FC1=CC=C(N)C=C1 (4-fluoroaniline), Ti(OPr-i)4. Solvent: C1CCOC1 (THF). Reaction conditions: temperature 60 celsius, time 8 hour. Product: FC1=CC=C(C=C1)NC1CCCC=2C(=NOC21)C2=CC(=C(C=C2)N2C=NC(=C2)C)OC (N-(4-Fluorophenyl)-3-(3-methoxy-4-(4-methyl-1H-imidazol-1-yl)phenyl)-4,5,6,7-tetrahydrobenzo[d]isoxazol-7-amine). Yield: 60.7%. RXN SMILES: [CH3:1][O:2][C:3]1[CH:4]=[C:5]([C:15]2[C:19]3[CH2:20][CH2:21][CH2:22][C:23](=O)[C:18]=3[O:17][N:16]=2)[CH:6]=[CH:7][C:8]=1[N:9]1[CH:13]=[C:12]([CH3:14])[N:11]=[CH:10]1.[F:25][C:26]1[CH:32]=[CH:31][C:29]([NH2:30])=[CH:28][CH:27]=1.C(O)C.[BH4-].[Na+]>C1COCC1>[F:25][C:26]1[CH:32]=[CH:31][C:29]([NH:30][CH:23]2[C:18]3[O:17][N:16]=[C:15]([C:5]4[CH:6]=[CH:7][C:8]([N:9]5[CH:13]=[C:12]([CH3:14])[N:11]=[CH:10]5)=[C:3]([O:2][CH3:1])[CH:4]=4)[C:19]=3[CH2:20][CH2:21][CH2:22]2)=[CH:28][CH:27]=1 |f:3.4|. Reported procedure: To a mixture of 3-(3-methoxy-4-(4-methyl-1H-imidazol-1-yl)phenyl)-5,6-dihydrobenzo[d]isoxazol-7(4H)-one (850 mg, 2.6 mmol) and 4-fluoroaniline (877 mg, 7.89 mmol) in THF (10 mL) was added Ti(OPr-i)4 (823 mg, 2.9 mmol) and the reaction mixture was stirred at 60° C. overnight. The mixture was cooled to 0° C., and 10.0 mL of dry ethanol was added, followed by NaBH4 (149 mg, 3.4 mmol). The mixture was stirred for 1 hr, precipitate was removed by filtration and washed with ethyl acetate. The filtrate... Starting materials: C(C)(=O)NC1=C(C(=O)O)C=C(C(=C1)N(C)C)[N+](=O)[O-] (2-acetylamino-4-dimethylamino-5-nitrobenzoic acid), Cl (hydrochloric acid), O (water), [OH-].[Na+] (sodium hydroxide), [OH-].[Na+] (sodium hydroxide). Run in C(C)(=O)O (acetic acid). Run at temperature 100 celsius, time 30 minute. The product is NC1=C(C(=O)O)C=C(C(=C1)N(C)C)[N+](=O)[O-] (2-amino-4-dimethylamino-5-nitrobenzoic acid). Yield: 87.6%. Reaction SMILES: C([NH:4][C:5]1[CH:13]=[C:12]([N:14]([CH3:16])[CH3:15])[C:11]([N+:17]([O-:19])=[O:18])=[CH:10][C:6]=1[C:7]([OH:9])=[O:8])(=O)C.Cl.O.[OH-].[Na+]>C(O)(=O)C>[NH2:4][C:5]1[CH:13]=[C:12]([N:14]([CH3:15])[CH3:16])[C:11]([N+:17]([O-:19])=[O:18])=[CH:10][C:6]=1[C:7]([OH:9])=[O:8] |f:3.4|. Procedure: A mixture of 2-acetylamino-4-dimethylamino-5-nitrobenzoic acid (6.5 g), concentrated hydrochloric acid (20 ml), and water (80 ml) is stirred at 100° C. for 30 minutes. After cooling, solid sodium hydroxide (5 g) and then 10% aqueous sodium hydroxide solution are added until the mixture becomes a clear solution. The resulting solution is adjusted to the pH of about 4 with acetic acid. The precipitate is collected and recrystallized from methanol to give the title compound (4.8 g), mp 240°-250° C.